Task: describe an organic reaction: reactants, conditions, products, and yield. Dataset: the Open Reaction Database (ORD), a public repository of structured organic reaction records Starting materials: CC(C)NC(=O)C(C=CC1=CC=CC=C1)=O (N-(1-methylethyl)cinnamoylcarboxamide), ClC1=CC(=CC=C1)C(=O)OO (m-chloroperbenzoic acid), S(C=1C(=CC(=C(C1)C(C)(C)C)O)C)C=1C(=CC(=C(C1)C(C)(C)C)O)C (4,4'-thiobis(6-tert-butyl-m-cresol)), C(CCl)Cl (ethylene dichloride). The solvent is C(Cl)(Cl)Cl (chloroform). Product: CC(C)NC(=O)C1OC1C1=CC=CC=C1 (N-(1-Methylethyl)-3-Phenyl-2-Oxiranecarboxamide). As a reaction SMILES: [CH3:1][CH:2]([NH:4][C:5]([C:7](=O)C=CC1C=CC=CC=1)=[O:6])[CH3:3].Cl[C:18]1[CH:23]=[CH:22][CH:21]=[C:20]([C:24]([O:26]O)=O)[CH:19]=1.S(C1C(C)=CC(O)=C(C(C)(C)C)C=1)C1C(C)=CC(O)=C(C(C)(C)C)C=1.C(Cl)CCl>C(Cl)(Cl)Cl>[CH3:1][CH:2]([NH:4][C:5]([CH:7]1[CH:24]([C:20]2[CH:19]=[CH:18][CH:23]=[CH:22][CH:21]=2)[O:26]1)=[O:6])[CH3:3]. Reported procedure: A mixture of N-(1-methylethyl)cinnamoylcarboxamide (18 g.), m-chloroperbenzoic acid (23.6 g.), 4,4'-thiobis(6-tert-butyl-m-cresol) (0.3 g.) and ethylene dichloride (250 ml.) was heated under gentle reflux for 1 hour, then chilled in ice. A precipitate (m-chlorobenzoic acid) was separated by filtration and washed with ethylene dichloride. The filtrate and washings were combined, and evaporated under reduced pressure on a rotary evaporator to give an amber oil. The oil was dissolved in chloroform ... The reactants are C1CCOC1, CC#N, CCOC(=O)C(F)(F)C(F)(F)F, [H-], [Na+]. The product is N#CCC(=O)C(F)(F)C(F)(F)F. RXN SMILES: [CH2:18]1[O:19][CH2:20][CH2:21][CH2:22]1.[CH3:15][C:16]#[N:17].[F:3][C:4]([C:5]([O:7][CH2:6][CH3:8])=[O:9])([C:10]([F:11])([F:12])[F:13])[F:14].[H-:1].[Na+:2]>>[F:3][C:4]([C:5](=[O:7])[CH2:15][C:16]#[N:17])([C:10]([F:11])([F:12])[F:13])[F:14]. Reactants: B(Br)(Br)Br (BBr3), BrC1=CC(=NC2=C(C=CC=C12)OC)C (4-bromo-8-methoxy-2-methyl-quinoline), C(C)(C)[SiH](C(C)C)C(C)C (triisopropyl-silane). Run in C(Cl)Cl (DCM). The product is BrC1=CC(=NC2=C(C=CC=C12)O)C (4-Bromo-2-methyl-quinolin-8-ol). Reaction SMILES: B(Br)(Br)Br.[Br:5][C:6]1[C:15]2[C:10](=[C:11]([O:16]C)[CH:12]=[CH:13][CH:14]=2)[N:9]=[C:8]([CH3:18])[CH:7]=1.C([SiH](C(C)C)C(C)C)(C)C>C(Cl)Cl>[Br:5][C:6]1[C:15]2[C:10](=[C:11]([OH:16])[CH:12]=[CH:13][CH:14]=2)[N:9]=[C:8]([CH3:18])[CH:7]=1. Procedure details: BBr3 (1 M in DCM, 108 mL, 108 mmol) was added dropwise to a stirred solution of 4-bromo-8-methoxy-2-methyl-quinoline (7.8 g, 31 mmol) and triisopropyl-silane (6.2 mL, 31 mmol) in anhydrous DCM (300 mL) at −80° C. The reaction mixture was allowed to warm to room temperature over 4 h. The reaction mixture was then concentrated in vacuo and the residue was partitioned between DCM (300 mL), water (50 mL), and concentrated aqueous NH3 (20 mL). The aqueous layer was extracted with DCM (2×300 mL). The ... Starting materials: O=C([O-])[O-], ClCCl, CN(C)C=O, [Cs+], [Cs+], FCCI, Cc1nc(-c2nc3c(s2)CCOc2cc(C4CNC4)ccc2-3)n(C(C)C)n1, O. The product is Cc1nc(-c2nc3c(s2)CCOc2cc(C4CN(CCF)C4)ccc2-3)n(C(C)C)n1. RXN SMILES: [C:28](=[O:29])([O-:30])[O-:31].[CH2:44]([Cl:45])[Cl:46].[CH3:38][N:39]([CH3:40])[CH:41]=[O:42].[Cs+:32].[Cs+:33].[F:34][CH2:35][CH2:36][I:37].[NH:1]1[CH2:2][CH:3]([c:5]2[cH:6][c:7]3[c:8]([cH:26][cH:27]2)-[c:9]2[n:10][c:11](-[c:17]4[n:18]([CH:23]([CH3:24])[CH3:25])[n:19][c:20]([CH3:22])[n:21]4)[s:12][c:13]2[CH2:14][CH2:15][O:16]3)[CH2:4]1.[OH2:43]>>[N:1]1([CH2:36][CH2:35][F:34])[CH2:2][CH:3]([c:5]2[cH:6][c:7]3[c:8]([cH:26][cH:27]2)-[c:9]2[n:10][c:11](-[c:17]4[n:18]([CH:23]([CH3:24])[CH3:25])[n:19][c:20]([CH3:22])[n:21]4)[s:12][c:13]2[CH2:14][CH2:15][O:16]3)[CH2:4]1. Starting materials: ClC1=CC=C(C=C1)C1(CCN(CC1)CCC=C1CC2=C(OC3=NC=CC=C31)C=CC=C2OC(C)(C)C(=O)OCC)O (4-(4-Chlorophenyl)-1-[3-(5,11-dihydro-7-(1-ethoxycarbonyl-1-methylethyl)oxy[1]benzoxepino[2,3-b]pyridin-5-ylidene)propyl]piperidin-4-ol), ClC1=CC=C(C=C1)C1(CCN(CC1)CCC=C1CC2=C(OC3=NC=CC=C31)C=CC=C2C=2OC(=CC2)C=O)O (4-(4-Chlorophenyl)-1-[3-(5,11-dihydro-7-(5-formylfuran-2-yl)[1]benzoxepino [2,3-b]pyridin-5-ylidene)propyl]piperidin-4-ol). The product is ClC1=CC=C(C=C1)C1(CCN(CC1)CCC=C1CC2=C(OC3=NC=CC=C31)C=CC=C2C=2OC(=CC2)O)O (4-(4-Chlorophenyl)-1-[3-(5,11-dihydro-7-(5-hydroxyfuran-2-yl)[1]benzoxepino[2,3-b]pyridin-5-ylidene)propyl]piperidin-4-ol). RXN SMILES: ClC1C=CC(C2(O)CCN(CCC=C3C4C(=NC=CC=4)[O:21]C4C=CC=C(OC(C(OCC)=O)(C)C)C=4C3)CC2)=CC=1.[Cl:42][C:43]1[CH:48]=[CH:47][C:46]([C:49]2([OH:80])[CH2:54][CH2:53][N:52]([CH2:55][CH2:56][CH:57]=[C:58]3[C:68]4[C:63](=[N:64][CH:65]=[CH:66][CH:67]=4)[O:62][C:61]4[CH:69]=[CH:70][CH:71]=[C:72]([C:73]5[O:74][C:75](C=O)=[CH:76][CH:77]=5)[C:60]=4[CH2:59]3)[CH2:51][CH2:50]2)=[CH:45][CH:44]=1>>[Cl:42][C:43]1[CH:44]=[CH:45][C:46]([C:49]2([OH:80])[CH2:50][CH2:51][N:52]([CH2:55][CH2:56][CH:57]=[C:58]3[C:68]4[C:63](=[N:64][CH:65]=[CH:66][CH:67]=4)[O:62][C:61]4[CH:69]=[CH:70][CH:71]=[C:72]([C:73]5[O:74][C:75]([OH:21])=[CH:76][CH:77]=5)[C:60]=4[CH2:59]3)[CH2:53][CH2:54]2)=[CH:47][CH:48]=1. Procedure: The titled compound was prepared by following the procedure of example 199, but replacing the product of example 138 with the product of step 1. Starting materials: BrC1=C2CCC(C2=CC=C1)=O (4-bromo-1-indanone), Cl (hydrochloric acid), [BH4-].[Na+] (sodium borohydride), ice. The solvent is C(C)O (ethanol), O1CCCC1 (tetrahydrofuran). Run at time 8 hour. Product: BrC1=C2CCC(C2=CC=C1)O (4-bromo-1-indanol). As a reaction SMILES: [Br:1][C:2]1[CH:10]=[CH:9][CH:8]=[C:7]2[C:3]=1[CH2:4][CH2:5][C:6]2=[O:11].[BH4-].[Na+].Cl>C(O)C.O1CCCC1>[Br:1][C:2]1[CH:10]=[CH:9][CH:8]=[C:7]2[C:3]=1[CH2:4][CH2:5][CH:6]2[OH:11] |f:1.2|. Procedure details: To a solution of 4-bromo-1-indanone (1.0 g) in a mixture of ethanol (6 ml) and tetrahydrofuran (3 ml) was added sodium borohydride (0.09 g) at an ice temperature. The reaction mixture was stirred at the same temperature overnight and poured into dilute hydrochloric acid, and the aqueous layer was saturated with saline and extracted with ether. The organic layer was washed with a saturated aqueous saline, dried over sodium sulfate, and the solvent was removed by distillation under reduced pressur... Reactants: O(C1=CC=CC=C1)[C@@H]1CC[C@H](CC1)N (trans-4-phenoxycyclohexylamine), C(#N)[BH3-].[Na+] (sodiumcyanoborohydride), C1(CCCCC1)=O (cyclohexanone), CC(=O)[O-].[Na+] (NaOAc). The solvent is C1CCOC1 (THF), CO (MeOH), O1CCCC1 (tetrahydrofuran). Run at time 1 day. The product is C1(CCCCC1)N[C@@H]1CC[C@H](CC1)OC1=CC=CC=C1 (cyclohexyl-(trans-4-phenoxy-cyclohexyl)amine). RXN SMILES: [O:1]([C@H:8]1[CH2:13][CH2:12][C@H:11]([NH2:14])[CH2:10][CH2:9]1)[C:2]1[CH:7]=[CH:6][CH:5]=[CH:4][CH:3]=1.[C:15]1(=O)[CH2:20][CH2:19][CH2:18][CH2:17][CH2:16]1.CC([O-])=O.[Na+].C([BH3-])#N.[Na+]>C1COCC1.CO>[CH:15]1([NH:14][C@H:11]2[CH2:10][CH2:9][C@H:8]([O:1][C:2]3[CH:7]=[CH:6][CH:5]=[CH:4][CH:3]=3)[CH2:13][CH2:12]2)[CH2:20][CH2:19][CH2:18][CH2:17][CH2:16]1 |f:2.3,4.5|. Reported procedure: To a mixture of trans-4-phenoxycyclohexylamine (1 mmol) in 6 ml of THF and 6 ml of MeOH was added cyclohexanone (2 mmol), NaOAc (2 mmol) and 3 g of 3 Å molecular sieves. The mixture is stirred for 10 min after which 1N sodiumcyanoborohydride in tetrahydrofuran (2.4 mmol) is added. The reaction is stirred 1 day at room temperature then filtered through celite washing through with 30 mL of dichloromethane. The organic phase is washed with 10 ml of water, 10 mL of brine, dried (MgSO4), filtered and... Starting materials: Cl.CC1(C=2C=CC(=CC2C(CC1)(C)C)C=1N=C(SC1)C1CCNCC1)C (4-[4-(5,5,8,8-tetramethyl-5,6,7,8-tetrahydronaphthalen-2-yl)thiazol-2-yl]piperidine hydrochloride), Cl (hydrochloride), ClCCN1C(OCC1)=O (3-(2-chloroethyl)oxazolidin-2-one), [OH-].[Na+] (sodium hydroxide). Product: CC1(C=2C=CC(=CC2C(CC1)(C)C)C=1N=C(SC1)C1CCN(CC1)CCNCCO)C (2-(2-{4-[4-(5,5,8,8-tetramethyl-5,6,7,8-tetrahydronaphthalen-2-yl)thiazol-2-yl]piperidin-1-yl}ethylamino)ethanol). Reaction SMILES: Cl.[CH3:2][C:3]1([CH3:26])[CH2:12][CH2:11][C:10]([CH3:14])([CH3:13])[C:9]2[CH:8]=[C:7]([C:15]3[N:16]=[C:17]([CH:20]4[CH2:25][CH2:24][NH:23][CH2:22][CH2:21]4)[S:18][CH:19]=3)[CH:6]=[CH:5][C:4]1=2.Cl[CH2:28][CH2:29][N:30]1[CH2:34][CH2:33][O:32]C1=O.[OH-].[Na+].Cl>>[CH3:2][C:3]1([CH3:26])[CH2:12][CH2:11][C:10]([CH3:13])([CH3:14])[C:9]2[CH:8]=[C:7]([C:15]3[N:16]=[C:17]([CH:20]4[CH2:25][CH2:24][N:23]([CH2:28][CH2:29][NH:30][CH2:34][CH2:33][OH:32])[CH2:22][CH2:21]4)[S:18][CH:19]=3)[CH:6]=[CH:5][C:4]1=2 |f:0.1,3.4|. Reported procedure: The preparation was carried out as already described starting from 100 mg (0.26 mmol) of 4-[4-(5,5,8,8-tetramethyl-5,6,7,8-tetrahydronaphthalen-2-yl)thiazol-2-yl]piperidine hydrochloride and 46 mg (0.31 mmol) of 3-(2-chloroethyl)oxazolidin-2-one. The protecting group was cleaved off using a 1N sodium hydroxide solution. The product is in the form of the hydrochloride. Reactants: CCO, Cl, Cl, NO, [Na+], CC(C(=O)O)c1ccc(CC2CCCC2=O)cc1, [OH-], O. Yields the product CC(C(=O)O)c1ccc(CC2CCCC2=NO)cc1. Reaction SMILES: [CH3:25][CH2:26][OH:27].[ClH:19].[ClH:24].[NH2:20][OH:21].[Na+:23].[O:1]=[C:2]1[CH:3]([CH2:7][c:8]2[cH:9][cH:10][c:11]([CH:14]([C:15](=[O:16])[OH:17])[CH3:18])[cH:12][cH:13]2)[CH2:4][CH2:5][CH2:6]1.[OH-:22].[OH2:28]>>[C:2]1(=[N:20][OH:21])[CH:3]([CH2:7][c:8]2[cH:9][cH:10][c:11]([CH:14]([C:15](=[O:16])[OH:17])[CH3:18])[cH:12][cH:13]2)[CH2:4][CH2:5][CH2:6]1. The reactants are CCOC(C)=O, ClCCl, O=C(OO)c1cccc(Cl)c1, O=C(Nc1ccncc1)C1CCN(C(=O)OCc2ccccc2)CC1. Yields the product O=C(Nc1cc[n+]([O-])cc1)C1CCN(C(=O)OCc2ccccc2)CC1. RXN SMILES: [CH3:40][CH2:41][O:42][C:43](=[O:44])[CH3:45].[Cl:37][CH2:38][Cl:39].[OH:26][O:27][C:28]([c:29]1[cH:30][c:31]([Cl:32])[cH:33][cH:34][cH:35]1)=[O:36].[n:1]1[cH:2][cH:3][c:4]([NH:7][C:8](=[O:9])[CH:10]2[CH2:11][CH2:12][N:13]([C:16](=[O:17])[O:18][CH2:19][c:20]3[cH:21][cH:22][cH:23][cH:24][cH:25]3)[CH2:14][CH2:15]2)[cH:5][cH:6]1>>[n+:1]1([O-:26])[cH:2][cH:3][c:4]([NH:7][C:8](=[O:9])[CH:10]2[CH2:11][CH2:12][N:13]([C:16](=[O:17])[O:18][CH2:19][c:20]3[cH:21][cH:22][cH:23][cH:24][cH:25]3)[CH2:14][CH2:15]2)[cH:5][cH:6]1.